From a dataset of the Open Reaction Database (ORD), a public repository of structured organic reaction records. describe an organic reaction: reactants, conditions, products, and yield The reactants are CC(=O)N(CCCCl)c1c(F)c(NC(=O)C(C)(C)C)c2c(=O)cc(-c3ccc(NC(=O)C(C)(C)C)c(F)c3)oc2c1F, O=C([O-])[O-], CNC, CN(C)C=O, Cl, [I-], [K+], [K+], [Na+], O. The product is CC(=O)N(CCCN(C)C)c1c(F)c(NC(=O)C(C)(C)C)c2c(=O)cc(-c3ccc(NC(=O)C(C)(C)C)c(F)c3)oc2c1F. RXN SMILES: [C:1]([CH3:2])(=[O:3])[N:4]([CH2:5][CH2:6][CH2:7][Cl:8])[c:9]1[c:10]([F:42])[c:11]2[c:12]([c:13](=[O:31])[cH:14][c:15](-[c:17]3[cH:18][c:19]([F:30])[c:20]([NH:23][C:24]([C:25]([CH3:26])([CH3:27])[CH3:28])=[O:29])[cH:21][cH:22]3)[o:16]2)[c:32]([NH:35][C:36]([C:37]([CH3:38])([CH3:39])[CH3:40])=[O:41])[c:33]1[F:34].[C:49](=[O:50])([O-:51])[O-:52].[CH3:46][NH:47][CH3:48].[CH3:55][N:56]([CH3:57])[CH:58]=[O:59].[ClH:45].[I-:44].[K+:53].[K+:54].[Na+:43].[OH2:60]>>[C:1]([CH3:2])(=[O:3])[N:4]([CH2:5][CH2:6][CH2:7][N:47]([CH3:46])[CH3:48])[c:9]1[c:10]([F:42])[c:11]2[c:12]([c:13](=[O:31])[cH:14][c:15](-[c:17]3[cH:18][c:19]([F:30])[c:20]([NH:23][C:24]([C:25]([CH3:26])([CH3:27])[CH3:28])=[O:29])[cH:21][cH:22]3)[o:16]2)[c:32]([NH:35][C:36]([C:37]([CH3:38])([CH3:39])[CH3:40])=[O:41])[c:33]1[F:34].